This data is from the Open Reaction Database (ORD), a public repository of structured organic reaction records. The task is: describe an organic reaction: reactants, conditions, products, and yield Reactants: C1(=CC=CC=C1)C1COCCN1C=1OC=2C(N1)=C(C=CC2)C(=O)O (2-(3-phenylmorpholino)benzoxazole-4-carboxylic acid), Cl.Cl.N[C@@H]1CN2CCC1CC2 ((S)-(−)-3-aminoquinuclidine dihydrochloride). Yields the product N12CCC(CC1)C(C2)NC(=O)C=2C=CC=C1C2N=C(O1)N1[C@H](COCC1)C1=CC=CC=C1 ((S)—N-(quinuclidine-8-yl)-2-(3-phenylmorpholino)benzoxazole-4-carboxamide). RXN SMILES: [C:1]1([CH:7]2[N:12]([C:13]3[O:14][C:15]4[C:16](=[C:18]([C:22]([OH:24])=O)[CH:19]=[CH:20][CH:21]=4)[N:17]=3)[CH2:11][CH2:10][O:9][CH2:8]2)[CH:6]=[CH:5][CH:4]=[CH:3][CH:2]=1.Cl.Cl.[NH2:27][C@H:28]1[CH:33]2[CH2:34][CH2:35][N:30]([CH2:31][CH2:32]2)[CH2:29]1>>[N:30]12[CH2:29][CH:28]([NH:27][C:22]([C:18]3[CH:19]=[CH:20][CH:21]=[C:15]4[O:14][C:13]([N:12]5[CH2:11][CH2:10][O:9][CH2:8][C@@H:7]5[C:1]5[CH:2]=[CH:3][CH:4]=[CH:5][CH:6]=5)=[N:17][C:16]=34)=[O:24])[CH:33]([CH2:34][CH2:35]1)[CH2:32][CH2:31]2 |f:1.2.3|. Reported procedure: Following general procedure GP-C1, a mixture of 2-(3-phenylmorpholino)benzoxazole-4-carboxylic acid and (S)-(−)-3-aminoquinuclidine dihydrochloride were coupled to provide (S)—N-(quinuclidine-8-yl)-2-(3-phenylmorpholino)benzoxazole-4-carboxamide which was converted to the hydrochloride salt following general procedure GP-D1. 1H NMR and MS consistent. The reactants are OC1=C(N=CC2=CC(=CC=C12)NCC1=CC=C(C=C1)OC)C(=O)OC (methyl 4-hydroxy-7-(4-methoxybenzylamino)isoquinoline-3-carboxylate), NCCCCC(=O)O (5-aminovaleric acid), C[O-].[Na+] (NaOMe), CO (MeOH). The product is OC1=C(N=CC2=CC(=CC=C12)NCC1=CC=C(C=C1)OC)C(=O)NCCCCC(=O)O (5-{[4-Hydroxy-7-(4-methoxy-benzylamino)-isoquinoline-3-carbonyl]amino}-pentanoic acid). RXN SMILES: [OH:1][C:2]1[C:11]2[C:6](=[CH:7][C:8]([NH:12][CH2:13][C:14]3[CH:19]=[CH:18][C:17]([O:20][CH3:21])=[CH:16][CH:15]=3)=[CH:9][CH:10]=2)[CH:5]=[N:4][C:3]=1[C:22](OC)=[O:23].[NH2:26][CH2:27][CH2:28][CH2:29][CH2:30][C:31]([OH:33])=[O:32].C[O-].[Na+].CO>>[OH:1][C:2]1[C:11]2[C:6](=[CH:7][C:8]([NH:12][CH2:13][C:14]3[CH:15]=[CH:16][C:17]([O:20][CH3:21])=[CH:18][CH:19]=3)=[CH:9][CH:10]=2)[CH:5]=[N:4][C:3]=1[C:22]([NH:26][CH2:27][CH2:28][CH2:29][CH2:30][C:31]([OH:33])=[O:32])=[O:23] |f:2.3|. Procedure details: A mixture of methyl 4-hydroxy-7-(4-methoxybenzylamino)isoquinoline-3-carboxylate (21.0 mg, 0.06 mmol), 5-aminovaleric acid (269.3 mg, 2.3 mmol, Sigma-Aldrich) and NaOMe in MeOH (3.0 mL, 1.5 mmol, 0.5 M solution, Sigma-Aldrich) was heated to reflux for 20 hours before cooling to room temperature. The solvent was removed in vacuo and the residue was dissolved in H2O (10 mL) and EtOAc (10 mL). To the stirred mixture was added 1 N hydrochloric acid until pH was 1. The layers were separated and the a... Procedure details: 3,5-Diisopropyl-4-methoxybenzaldehyde was condensed with 6-phenyl-2-oxindole to give 0.4 g of 3-(3,5-diisopropyl-4-methoxybenzylidene)-6-phenyl-1,3-dihydroindol-2-one as a yellow-orange solid. RXN SMILES: [CH:1]([C:4]1[CH:5]=[C:6]([CH:9]=[C:10]([CH:14]([CH3:16])[CH3:15])[C:11]=1[O:12][CH3:13])[CH:7]=O)([CH3:3])[CH3:2].[C:17]1([C:23]2[CH:31]=[C:30]3[C:26]([CH2:27][C:28](=[O:32])[NH:29]3)=[CH:25][CH:24]=2)[CH:22]=[CH:21][CH:20]=[CH:19][CH:18]=1>>[CH:1]([C:4]1[CH:5]=[C:6]([CH:9]=[C:10]([CH:14]([CH3:16])[CH3:15])[C:11]=1[O:12][CH3:13])[CH:7]=[C:27]1[C:26]2[C:30](=[CH:31][C:23]([C:17]3[CH:22]=[CH:21][CH:20]=[CH:19][CH:18]=3)=[CH:24][CH:25]=2)[NH:29][C:28]1=[O:32])([CH3:3])[CH3:2]. Yields the product C(C)(C)C=1C=C(C=C2C(NC3=CC(=CC=C23)C2=CC=CC=C2)=O)C=C(C1OC)C(C)C (3-(3,5-diisopropyl-4-methoxybenzylidene)-6-phenyl-1,3-dihydroindol-2-one). The reactants are C(C)(C)C=1C=C(C=O)C=C(C1OC)C(C)C (3,5-Diisopropyl-4-methoxybenzaldehyde), C1(=CC=CC=C1)C1=CC=C2CC(NC2=C1)=O (6-phenyl-2-oxindole).